From a dataset of the Open Reaction Database (ORD), a public repository of structured organic reaction records. describe an organic reaction: reactants, conditions, products, and yield The reactants are COc1cc(C(=O)Cl)cc(OC)c1OC, NCC1c2ccccc2CCN1CCO, c1ccncc1. Product: COc1cc(C(=O)NCC2c3ccccc3CCN2CCO)cc(OC)c1OC. RXN SMILES: [CH3:16][O:17][c:18]1[cH:19][c:20]([C:21](=[O:22])[Cl:23])[cH:24][c:25]([O:29][CH3:30])[c:26]1[O:27][CH3:28].[NH2:1][CH2:2][CH:3]1[N:4]([CH2:13][CH2:14][OH:15])[CH2:5][CH2:6][c:7]2[cH:8][cH:9][cH:10][cH:11][c:12]21.[cH:31]1[cH:32][cH:33][n:34][cH:35][cH:36]1>>[NH:1]([CH2:2][CH:3]1[N:4]([CH2:13][CH2:14][OH:15])[CH2:5][CH2:6][c:7]2[cH:8][cH:9][cH:10][cH:11][c:12]21)[C:21]([c:20]1[cH:19][c:18]([O:17][CH3:16])[c:26]([O:27][CH3:28])[c:25]([O:29][CH3:30])[cH:24]1)=[O:22]. Reactants: C(C1=CC=CC=C1)OC1=CC=C(C=C1)O (p-benzyloxyphenol), C[O-].[Na+] (sodium methoxide), [I-].[K+] (potassium iodide), BrC(C(=O)OC)C1=CC=C(C=C1)OC1=CC=C(C=C1)Cl (methyl α-bromo-α-[p-(p-chlorophenoxy)phenyl]acetate). The solvent is CO (methanol), C1=CC=CC=C1 (benzene), CC(=O)C (acetone), CCCCCC (hexane), O (water). The product is C(C1=CC=CC=C1)OC1=CC=C(OC(C(=O)OC)C2=CC=C(C=C2)OC2=CC=C(C=C2)Cl)C=C1 (Methyl α-[p-(Benzyloxy)phenoxy]-α-[p-(p-chlorophenoxy)phenyl]-acetate). RXN SMILES: [CH2:1]([O:8][C:9]1[CH:14]=[CH:13][C:12]([OH:15])=[CH:11][CH:10]=1)[C:2]1[CH:7]=[CH:6][CH:5]=[CH:4][CH:3]=1.C[O-].[Na+].[I-].[K+].Br[CH:22]([C:27]1[CH:32]=[CH:31][C:30]([O:33][C:34]2[CH:39]=[CH:38][C:37]([Cl:40])=[CH:36][CH:35]=2)=[CH:29][CH:28]=1)[C:23]([O:25][CH3:26])=[O:24]>CO.C1C=CC=CC=1.CC(C)=O.CCCCCC.O>[CH2:1]([O:8][C:9]1[CH:10]=[CH:11][C:12]([O:15][CH:22]([C:27]2[CH:32]=[CH:31][C:30]([O:33][C:34]3[CH:35]=[CH:36][C:37]([Cl:40])=[CH:38][CH:39]=3)=[CH:29][CH:28]=2)[C:23]([O:25][CH3:26])=[O:24])=[CH:13][CH:14]=1)[C:2]1[CH:3]=[CH:4][CH:5]=[CH:6][CH:7]=1 |f:1.2,3.4|. Procedure: To a solution of 5.0 g of p-benzyloxyphenol and 1.19 g of sodium methoxide in 40 ml of methanol is added 50 mg of potassium iodide and 7.11 g of methyl α-bromo-α-[p-(p-chlorophenoxy)phenyl]acetate in 10 ml of benzene. The mixture is refluxed for 22 hours and poured into ice and water. The mixture is extracted with ether and the ether extracts washed with 10% potassium carbonate and with water. The extracts are dried (MgSO4) and the solvent removed under vacuum to give an oily solid. Trituration ... Reactants: ClC1=CC(=NC(=C1CCCC)OC)C(=O)O (4-chloro-5-n-butyl-6-methoxy-2-picolinic acid), CO (methanol), [H][H] (hydrogen). Reagents/catalysts: [Pd] (palladium on charcoal). Product: COC(=O)C1=NC(=C(C=C1)CCCC)OC (2-methoxycarbonyl-5-butyl-6-methoxy-pyridine). RXN SMILES: Cl[C:2]1[C:7]([CH2:8][CH2:9][CH2:10][CH3:11])=[C:6]([O:12][CH3:13])[N:5]=[C:4]([C:14]([OH:16])=[O:15])[CH:3]=1.[H][H].[CH3:19]O>[Pd]>[CH3:19][O:16][C:14]([C:4]1[CH:3]=[CH:2][C:7]([CH2:8][CH2:9][CH2:10][CH3:11])=[C:6]([O:12][CH3:13])[N:5]=1)=[O:15]. Procedure details: 2.43 g (0.01 mol) of 4-chloro-5-n-butyl-6-methoxy-2-picolinic acid dissolved in 50 ml of methanol are hydrogenated in the presence of 300 mg of 5% strength palladium on charcoal. After the calculated amount of hydrogen has been taken up, the catalyst is filtered off and the filtrate is evaporated to dryness. Distillation of the residue in a bulb tube in a high vacuum at 120° yields 2-methoxycarbonyl-5-butyl-6-methoxy-pyridine of the formula ##STR14##